Task: describe an organic reaction: reactants, conditions, products, and yield. Dataset: the Open Reaction Database (ORD), a public repository of structured organic reaction records Reactants: BrC1=CC(=C(C=C1)C=1SC2=NC(=CC=C2N1)C1(CC1)C1=CC=CC=C1)F (2-(4-bromo-2-fluorophenyl)-5-(1-phenylcyclopropyl)thiazolo[5,4-b]pyridine), Cl.NCCC(=O)OC(C)(C)C (tert-butyl 3-aminopropanoate hydrochloride), CC1(C2=C(C(=CC=C2)P(C3=CC=CC=C3)C4=CC=CC=C4)OC5=C(C=CC=C51)P(C6=CC=CC=C6)C7=CC=CC=C7)C (Xantphos), CC(C)([O-])C.[Na+] (sodium tert-butoxide). Reagents/catalysts: C=1C=CC(=CC1)/C=C/C(=O)/C=C/C2=CC=CC=C2.C=1C=CC(=CC1)/C=C/C(=O)/C=C/C2=CC=CC=C2.C=1C=CC(=CC1)/C=C/C(=O)/C=C/C2=CC=CC=C2.[Pd].[Pd] (Pd2(dba)3). The solvent is C1(=CC=CC=C1)C (toluene). Run at temperature 80 celsius, time 30 minute. Yields the product FC=1C=C(C=CC1C=1SC2=NC(=CC=C2N1)C1(CC1)C1=CC=CC=C1)NCCC(=O)OC(C)(C)C (tert-butyl 3-(3-fluoro-4-(5-(1-phenylcyclopropyl)thiazolo[5,4-b]pyridin-2-yl)phenylamino)-propanoate). RXN SMILES: Br[C:2]1[CH:7]=[CH:6][C:5]([C:8]2[S:9][C:10]3[C:15]([N:16]=2)=[CH:14][CH:13]=[C:12]([C:17]2([C:20]4[CH:25]=[CH:24][CH:23]=[CH:22][CH:21]=4)[CH2:19][CH2:18]2)[N:11]=3)=[C:4]([F:26])[CH:3]=1.Cl.[NH2:28][CH2:29][CH2:30][C:31]([O:33][C:34]([CH3:37])([CH3:36])[CH3:35])=[O:32].CC1(C)C2C(=C(P(C3C=CC=CC=3)C3C=CC=CC=3)C=CC=2)OC2C(P(C3C=CC=CC=3)C3C=CC=CC=3)=CC=CC1=2.CC(C)([O-])C.[Na+]>C1(C)C=CC=CC=1.C1C=CC(/C=C/C(/C=C/C2C=CC=CC=2)=O)=CC=1.C1C=CC(/C=C/C(/C=C/C2C=CC=CC=2)=O)=CC=1.C1C=CC(/C=C/C(/C=C/C2C=CC=CC=2)=O)=CC=1.[Pd].[Pd]>[F:26][C:4]1[CH:3]=[C:2]([NH:28][CH2:29][CH2:30][C:31]([O:33][C:34]([CH3:37])([CH3:36])[CH3:35])=[O:32])[CH:7]=[CH:6][C:5]=1[C:8]1[S:9][C:10]2[C:15]([N:16]=1)=[CH:14][CH:13]=[C:12]([C:17]1([C:20]3[CH:25]=[CH:24][CH:23]=[CH:22][CH:21]=3)[CH2:19][CH2:18]1)[N:11]=2 |f:1.2,4.5,7.8.9.10.11|. Procedure: A mixture of 2-(4-bromo-2-fluorophenyl)-5-(1-phenylcyclopropyl)thiazolo[5,4-b]pyridine (76.8 mg, 0.181 mmol), tert-butyl 3-aminopropanoate hydrochloride (43 mg, 0.235 mmol), Pd2(dba)3 (4.1 mg, 4.5 μmol), Xantphos (10 mg, 18 μmol) and sodium tert-butoxide (45 mg, 0.469 mmol) in toluene (1.9 mL) was heated under argon at 80° C. for 18 h, then at 130° C. (microwave) for 30 min, then at 150° C. (microwave) for 30 min. The reaction mixture was then cooled to 25° C. and concentrated onto silica gel. C... The reactants are CCCC(=O)CC(=O)OCC, CC(=O)O, CCO, Nc1cccc(C(F)(F)F)c1, [Mg+2], O=S(=O)([O-])[O-]. Yields the product CCCC(=CC(=O)OCC)Nc1cccc(C(F)(F)F)c1. Reaction SMILES: [CH3:1][CH2:2][CH2:3][C:4](=[O:5])[CH2:6][C:7](=[O:8])[O:9][CH2:10][CH3:11].[CH3:23][C:24](=[O:25])[OH:26].[CH3:33][CH2:34][OH:35].[F:12][C:13]([c:14]1[cH:15][c:16]([NH2:17])[cH:18][cH:19][cH:20]1)([F:21])[F:22].[Mg+2:27].[O-:28][S:29](=[O:30])(=[O:31])[O-:32]>>[CH3:1][CH2:2][CH2:3][C:4](=[CH:6][C:7](=[O:8])[O:9][CH2:10][CH3:11])[NH:17][c:16]1[cH:15][c:14]([C:13]([F:12])([F:21])[F:22])[cH:20][cH:19][cH:18]1. RXN SMILES: [CH2:1]([CH3:2])[O:3][C:4](=[O:5])[c:6]1[c:7]2[c:8]([c:9]([NH:13][NH2:14])[n:10][c:11]1[CH3:12])[n:15][n:16][n:17]2[CH2:18][CH3:19].[CH3:20][C:21]([CH3:22])=[O:23].[CH3:24][C:25](=[O:26])[OH:27]>>[CH2:1]([CH3:2])[O:3][C:4](=[O:5])[c:6]1[c:7]2[c:8]([c:9]([NH:13][N:14]=[C:21]([CH3:20])[CH3:22])[n:10][c:11]1[CH3:12])[n:15][n:16][n:17]2[CH2:18][CH3:19]. Starting materials: CCOC(=O)c1c(C)nc(NN)c2nnn(CC)c12, CC(C)=O, CC(=O)O. Yields the product CCOC(=O)c1c(C)nc(NN=C(C)C)c2nnn(CC)c12. Starting materials: C1(=CC=CC=C1)P(C1=CC=CC=C1)(C1=CC=CC=C1)=O.S(O)(O)(=O)=O (triphenylphosphine oxide sulfuric acid). Run in ClC1=CC=CC=C1 (chlorobenzene), O (water). Yields the product C1(=CC=CC=C1)P(C1=CC=CC=C1)(C1=CC=CC=C1)=O (triphenylphosphine oxide). The yield is 98.8%. As a reaction SMILES: [C:1]1([P:7](=[O:20])([C:14]2[CH:19]=[CH:18][CH:17]=[CH:16][CH:15]=2)[C:8]2[CH:13]=[CH:12][CH:11]=[CH:10][CH:9]=2)[CH:6]=[CH:5][CH:4]=[CH:3][CH:2]=1.S(=O)(=O)(O)O>ClC1C=CC=CC=1.O>[C:1]1([P:7](=[O:20])([C:8]2[CH:13]=[CH:12][CH:11]=[CH:10][CH:9]=2)[C:14]2[CH:19]=[CH:18][CH:17]=[CH:16][CH:15]=2)[CH:2]=[CH:3][CH:4]=[CH:5][CH:6]=1 |f:0.1|. Reported procedure: To 200 g (0.531 mol) of the triphenylphosphine oxide/sulfuric acid adduct in 1500 mL of chlorobenzene there were stirred in 1500 mL of water over a period of one hour. Following phase separation, the aqueous phase was extracted three times with 500 mL of chlorobenzene each time. Following the removal of the solvent there were obtained 146 g (97.5%) of triphenylphosphine oxide. The reactants are C(Br)C1CO1 (Epibromohydrin), OC1=C(C=C(C=C1)[N+](=O)[O-])O (1,2-Dihydroxy-4-nitrobenzene), C([O-])([O-])=O.[K+].[K+] (potassium carbonate), COCCl (methoxymethyl chloride). Solvent: CN(C=O)C (dimethylformamide), O (water). Conditions: temperature 40 celsius, time 30 minute. Yields the product COCOC1=C(OCC2OC2)C=C(C=C1)[N+](=O)[O-] (2-[[2-(methoxymethoxy)-5-nitrophenoxy]methyl]oxirane). Yield: 34.1%. As a reaction SMILES: [OH:1][C:2]1[CH:7]=[CH:6][C:5]([N+:8]([O-:10])=[O:9])=[CH:4][C:3]=1[OH:11].C(=O)([O-])[O-].[K+].[K+].[CH3:18][O:19][CH2:20]Cl.[CH2:22]([CH:24]1[O:26][CH2:25]1)Br>CN(C)C=O.O>[CH3:18][O:19][CH2:20][O:1][C:2]1[CH:7]=[CH:6][C:5]([N+:8]([O-:10])=[O:9])=[CH:4][C:3]=1[O:11][CH2:22][CH:24]1[CH2:25][O:26]1 |f:1.2.3|. Procedure details: 1,2-Dihydroxy-4-nitrobenzene (4.65 g, 0.030 mol), potassium carbonate (8.71 g, 0.063 mol) and methoxymethyl chloride (2.42 g, 0.030 mol) were dissolved in dimethylformamide (50 ml), which was stirred at 40° C. for 30 minutes. Epibromohydrin (7.20 g, 0.045 mol) was added to the mixture, which was stirred at 60° C. for 80 minutes. Then water was added, and extraction was conducted using ethyl acetate. The organic layer was washed with water, and concentrated. The residue was purified by alumina co...